This data is from the Open Reaction Database (ORD), a public repository of structured organic reaction records. The task is: describe an organic reaction: reactants, conditions, products, and yield Reactants: CCO, Cl, [Na+], [OH-], CCCCC(=O)N(Cc1ccc(-c2ccccc2-c2nnn[nH]2)cc1)CC(CC)(CC)C(=O)OCC. Yields the product CCCCC(=O)N(Cc1ccc(-c2ccccc2-c2nnn[nH]2)cc1)CC(CC)(CC)C(=O)O. As a reaction SMILES: [CH3:40][CH2:41][OH:42].[ClH:39].[Na+:38].[OH-:37].[nH:1]1[n:2][n:3][n:4][c:5]1-[c:6]1[c:7](-[c:12]2[cH:13][cH:14][c:15]([CH2:18][N:19]([C:20]([CH2:21][CH2:22][CH2:23][CH3:24])=[O:25])[CH2:26][C:27]([C:28](=[O:29])[O:30][CH2:31][CH3:32])([CH2:33][CH3:34])[CH2:35][CH3:36])[cH:16][cH:17]2)[cH:8][cH:9][cH:10][cH:11]1>>[nH:1]1[n:2][n:3][n:4][c:5]1-[c:6]1[c:7](-[c:12]2[cH:13][cH:14][c:15]([CH2:18][N:19]([C:20]([CH2:21][CH2:22][CH2:23][CH3:24])=[O:25])[CH2:26][C:27]([C:28](=[O:29])[OH:30])([CH2:33][CH3:34])[CH2:35][CH3:36])[cH:16][cH:17]2)[cH:8][cH:9][cH:10][cH:11]1. RXN SMILES: C1(=O)[N:5]([CH2:6]/[CH:7]=[CH:8]/[CH2:9][N:10]2[C:18]3[C:13](=[N:14][CH:15]=[CH:16][CH:17]=3)[N:12]=[CH:11]2)C(=O)C2=CC=CC=C12.O.NN>C(O)C>[NH2:5][CH2:6][CH:7]=[CH:8][CH2:9][N:10]1[C:18]2[C:13](=[N:14][CH:15]=[CH:16][CH:17]=2)[N:12]=[CH:11]1 |f:1.2|. Reactants: C1(C=2C(C(N1C/C=C/CN1C=NC3=NC=CC=C31)=O)=CC=CC2)=O (1-[(E)-4-phthalimido-2-butenyl]-1H-imidazo[4,5-b]pyridine), O.NN (hydrazine monohydrate). Yields the product NCC=CCN1C=NC2=NC=CC=C21 (1-(4-Amino-2-butenyl)-1H-imidazo[4,5-b]pyridine). Run at temperature 60 celsius, time 10 minute. Run in C(C)O (ethanol). Reported procedure: A solution of 1-[(E)-4-phthalimido-2-butenyl]-1H-imidazo[4,5-b]pyridine (2.19 g, 6.87 mmol) in ethanol (100 mL) at room temperature was treated with hydrazine monohydrate (3.33 mL, 68.7 mmol). After 10 min., the reaction mixture was warmed to 60° C. for 2 h, allowed to cool to 25° C, and recooled to 0° C. in an ice bath. The resulting slurry was filtered, and the filtrate was concentrated in vacuo. Purification by flash chromatography (6% NH4OH/ethanol) afforded 0.92 g of the title compound; mas... Isolated yield 71.1%.